From a dataset of the Open Reaction Database (ORD), a public repository of structured organic reaction records. describe an organic reaction: reactants, conditions, products, and yield Starting materials: O=C([O-])[O-], CC1(C)OC(C=O)C(C)(C)O1, CO, Cl, NO, [Na+], [Na+], O. The product is CC1(C)OC(C=NO)C(C)(C)O1. RXN SMILES: [C:16](=[O:17])([O-:18])[O-:19].[CH3:1][C:2]1([CH3:11])[O:3][C:4]([CH3:9])([CH3:10])[CH:5]([CH:7]=[O:8])[O:6]1.[CH3:22][OH:23].[ClH:13].[NH2:14][OH:15].[Na+:20].[Na+:21].[OH2:12]>>[CH3:1][C:2]1([CH3:11])[O:3][C:4]([CH3:9])([CH3:10])[CH:5]([CH:7]=[N:14][OH:12])[O:6]1. Reactants: FC1=CC=C(C(=O)C2=C(C3=C(S2)C=CC=C3)O)C=C1 (2-(4-fluorobenzoyl)-benzo[b]thiophen-3-ol), P(Cl)(Cl)(Cl)(Cl)Cl (phosphorus(V) chloride), N (ammonia). The solvent is CO (methanol). Yields the product N\C(=C\1/C(C2=C(S1)C=CC=C2)=O)\C2=CC=C(C=C2)F ((E)-2-[(Amino)-(4-fluorophenyl)methylene]-benzo[b]thiophen-3(2H)-one). The yield is 63.0%. RXN SMILES: [F:1][C:2]1[CH:19]=[CH:18][C:5]([C:6]([C:8]2[S:12][C:11]3[CH:13]=[CH:14][CH:15]=[CH:16][C:10]=3[C:9]=2[OH:17])=O)=[CH:4][CH:3]=1.P(Cl)(Cl)(Cl)(Cl)Cl.[NH3:26]>CO>[NH2:26]/[C:6](/[C:5]1[CH:18]=[CH:19][C:2]([F:1])=[CH:3][CH:4]=1)=[C:8]1\[C:9](=[O:17])[C:10]2[CH:16]=[CH:15][CH:14]=[CH:13][C:11]=2[S:12]\1. Procedure details: Prepared as in Example 1 from 2-(4-fluorobenzoyl)-benzo[b]thiophen-3-ol, phosphorus(V) chloride and concentrated ammonia with a yield of 63% of theory. Yellow, felt-like crystals; M.p. 158° C. (methanol). Reactants: CC(C)=O, CC(=O)O, CO, [Na+], O=C([O-])O, O=C1COC2(CCNCC2)CN1. The product is CC(C)N1CCC2(CC1)CNC(=O)CO2. Reaction SMILES: [CH3:13][C:14]([CH3:15])=[O:16].[CH3:17][C:18](=[O:19])[OH:20].[CH3:26][OH:27].[Na+:25].[O-:21][C:22]([OH:23])=[O:24].[O:1]1[CH2:2][C:3](=[O:12])[NH:4][CH2:5][C:6]12[CH2:7][CH2:8][NH:9][CH2:10][CH2:11]2>>[O:1]1[CH2:2][C:3](=[O:12])[NH:4][CH2:5][C:6]12[CH2:7][CH2:8][N:9]([CH:14]([CH3:13])[CH3:15])[CH2:10][CH2:11]2. Starting materials: CCC1(CCSC(C)=O)C(=O)N2CCCC(C(=O)O)N2C1=O, Cl. The product is CCC1(CCS)C(=O)N2CCCC(C(=O)O)N2C1=O. As a reaction SMILES: [C:1](=[O:2])([CH3:3])[S:4][CH2:5][CH2:6][C:7]1([CH2:21][CH3:22])[C:8](=[O:20])[N:9]2[N:10]([CH2:11][CH2:12][CH2:13][CH:14]2[C:15](=[O:16])[OH:17])[C:18]1=[O:19].[ClH:23]>>[SH:4][CH2:5][CH2:6][C:7]1([CH2:21][CH3:22])[C:8](=[O:20])[N:9]2[N:10]([CH2:11][CH2:12][CH2:13][CH:14]2[C:15](=[O:16])[OH:17])[C:18]1=[O:19].